This data is from the Open Reaction Database (ORD), a public repository of structured organic reaction records. The task is: describe an organic reaction: reactants, conditions, products, and yield The reactants are BrC=1C=C2C(=NC1)C=CN2N (6-bromo-1H-pyrrolo[3,2-b]pyridin-1-amine), C(C1=CC=CC=C1)=O (benzaldehyde), Heptanes. Run at temperature 60 celsius. Product: BrC=1C=C2C(=NC1)C=CN2/N=C/C2=CC=CC=C2 (6-bromo-N-[(E)-phenylmethylidene]-1H-pyrrolo[3,2-b]pyridin-1-amine). Yield: 45.6%. Reaction SMILES: [Br:1][C:2]1[CH:3]=[C:4]2[N:10]([NH2:11])[CH:9]=[CH:8][C:5]2=[N:6][CH:7]=1.[CH:12](=O)[C:13]1[CH:18]=[CH:17][CH:16]=[CH:15][CH:14]=1>>[Br:1][C:2]1[CH:3]=[C:4]2[N:10](/[N:11]=[CH:12]/[C:13]3[CH:18]=[CH:17][CH:16]=[CH:15][CH:14]=3)[CH:9]=[CH:8][C:5]2=[N:6][CH:7]=1. Reported procedure: A mixture of 6-bromo-1H-pyrrolo[3,2-b]pyridin-1-amine (200 mg, 0.95 mmol) and benzaldehyde (120 mg, 1.2 eq) was heated to 60° C. for 10 min. Heptanes (2.0 ml) was added and the mixture was heated to reflux for 10 min. The product was purified by column chromatography (heptane:EtOAc=1:1) to yield a grey solid (130 mg, yield 46%).